From a dataset of the Open Reaction Database (ORD), a public repository of structured organic reaction records. describe an organic reaction: reactants, conditions, products, and yield The solvent is CS(=O)C (dimethyl sulfoxide). Procedure: After 20 g of the obtained prepolymers were dissolved in 62 g of dimethyl sulfoxide, 6.71 g of glycidyl methacrylate, 504 mg of N,N-dimethyldodecylamine (catalyst), and 62.4 mg of hydroquinone (polymerization inhibitor) were added. The obtained solution was allowed to react for 7 hours at 140° C. in a nitrogen atmosphere. Acetone was added to the resultant solution to precipitate a polymer. The polymer was sufficiently washed to obtain 23.4 g of terminal methacrylate acrylamide macromonomer (wei... The product is C(C=C)(=O)N.C(C(=C)C)(=O)O (methacrylate acrylamide). The yield is 6304.1%. The reactants are C(C(=C)C)(=O)OCC1CO1 (glycidyl methacrylate), CN(C)CCCCCCCCCCCC (N,N-dimethyldodecylamine), C1(O)=CC=C(O)C=C1 (hydroquinone), CC(=O)C (Acetone), resultant solution. RXN SMILES: [C:1]([O:6]CC1OC1)(=[O:5])[C:2]([CH3:4])=[CH2:3].C[N:12](CCCCCCCCCCCC)C.C1(C=CC(O)=CC=1)O.CC(C)=O>CS(C)=O>[C:1]([NH2:12])(=[O:6])[CH:2]=[CH2:3].[C:1]([OH:6])(=[O:5])[C:2]([CH3:4])=[CH2:3] |f:5.6|. Starting materials: N(=O)[O-].[Na+] (sodium nitrite), NC1=C(C(=NN1CC=C)C)C(=O)OCC (ethyl 5-amino-3-methyl-1-(2-propenyl)-1H-pyrazole-4-carboxylate), Cl (hydrochloric acid). Reagents/catalysts: [Cu](Cl)Cl (copper (II) chloride). Run in O (water). Run at temperature 0 celsius, time 1 hour. Product: ClC1=C(C(=NN1CC=C)C)C(=O)OCC (ethyl 5-chloro-3-methyl-1-(2-propenyl)-1H-pyrazole-4-carboxylate). As a reaction SMILES: N[C:2]1[N:6]([CH2:7][CH:8]=[CH2:9])[N:5]=[C:4]([CH3:10])[C:3]=1[C:11]([O:13][CH2:14][CH3:15])=[O:12].N([O-])=O.[Na+].[ClH:20]>O.[Cu](Cl)Cl>[Cl:20][C:2]1[N:6]([CH2:7][CH:8]=[CH2:9])[N:5]=[C:4]([CH3:10])[C:3]=1[C:11]([O:13][CH2:14][CH3:15])=[O:12] |f:1.2|. Procedure: To a solution of 6.7 g (0.032 mole) of ethyl 5-amino-3-methyl-1-(2-propenyl)-1H-pyrazole-4-carboxylate (XV) in 30 mL of concentrated hydrochloric acid was added 8.6 g (0.064 mole) of copper (II) chloride. The mixture was cooled to 0° C. and 2.65 g (0.038 mole) of sodium nitrite was added portionwise over 20 minutes. The mixture was stirred at room temperature for 1 hour, and then at 40° C. for 2 hours. The mixture was diluted with 50 mL of water and extracted twice with chloroform. The chlorofor... Reactants: C(C)[Mg]Br (ethyl magnesium bromide), [OH-].[Na+] (sodium hydroxide), CC=1OC=C(N1)C#N (2-Methyloxazole-4-carbonitrile), B(F)(F)F (BF3). Reagents/catalysts: CC([O-])C.[Ti+4].CC([O-])C.CC([O-])C.CC([O-])C (titanium(IV) isopropoxide). Run in O (water), C1CCOC1 (THF). Run at time 10 minute. Product: CC=1OC=C(N1)C1(CC1)N (1-(2-Methyloxazol-4-yl)cyclopropanamine). As a reaction SMILES: [CH3:1][C:2]1[O:3][CH:4]=[C:5]([C:7]#[N:8])[N:6]=1.[CH2:9]([Mg]Br)[CH3:10].B(F)(F)F.[OH-].[Na+]>C1COCC1.CC(C)[O-].[Ti+4].CC(C)[O-].CC(C)[O-].CC(C)[O-].O>[CH3:1][C:2]1[O:3][CH:4]=[C:5]([C:7]2([NH2:8])[CH2:10][CH2:9]2)[N:6]=1 |f:3.4,6.7.8.9.10|. Procedure details: 2-Methyloxazole-4-carbonitrile (5 g, 46.1 mmol, 1 eq) was dissolved in dry THF at room temperature, and to which titanium(IV) isopropoxide (16 ml, 655 mmol, 1.2 eq) was added dropwise over a period of 15 minutes. The resulting mixture was stirred for 10 min and ethyl magnesium bromide (85 ml, 17 volumes) was added slowly dropwise at ambient temperature and the reaction was stirred for 1 h. Later BF3.etherate (16.7 ml, 115 mmol, 2.5 eq) was added slowly at ambient temperature and the above soluti... Reaction SMILES: Cl[C:2]1[CH:7]=[C:6]([NH:8][CH:9]2[CH2:11][CH2:10]2)[N:5]2[N:12]=[CH:13][C:14]([CH:15]=[O:16])=[C:4]2[N:3]=1.[N-:17]=[N+:18]=[N-:19].[Na+].O>CN(C)C=O>[N:17]([C:2]1[CH:7]=[C:6]([NH:8][CH:9]2[CH2:11][CH2:10]2)[N:5]2[N:12]=[CH:13][C:14]([CH:15]=[O:16])=[C:4]2[N:3]=1)=[N+:18]=[N-:19] |f:1.2|. Conditions: temperature 80 celsius. Isolated yield 71.9%. The reactants are ClC1=NC=2N(C(=C1)NC1CC1)N=CC2C=O (5-chloro-7-(cyclopropylamino)pyrazolo[1,5-a]pyrimidine-3-carbaldehyde), [N-]=[N+]=[N-].[Na+] (sodium azide), O (water). The solvent is CN(C=O)C (dimethylformamide). Product: N(=[N+]=[N-])C1=NC=2N(C(=C1)NC1CC1)N=CC2C=O (5-azido-7-(cyclopropylamino)pyrazolo[1,5-a]pyrimidine-3-carbaldehyde). Reported procedure: To 5-chloro-7-(cyclopropylamino)pyrazolo[1,5-a]pyrimidine-3-carbaldehyde (4.0 g, 16.87 mmol) in dimethylformamide was added sodium azide (1.56 g, 23.9 mmol) and the reaction mixture was heated at 80° C. for 8 hrs. Cooled the reaction mixture, added water and white precipitate filtered and dried to yield 5-azido-7-(cyclopropylamino)pyrazolo[1,5-a]pyrimidine-3-carbaldehyde (2.95 g, 75% yield). LCMS (M+1=244) Starting materials: C(C)(C)(C)OC(=O)N(C(C(N)C=1N=C(SC1)NC=O)=O)C1[C@@H]2N(C(=C(CS2)C=C)C(=O)OC(C2=CC=CC=C2)C2=CC=CC=C2)C1=O (benzhydryl 7-[N-tert-butoxycarbonyl-2-(2-formamidothiazol-4-yl)glycinamido]-3-vinyl-3-cephem-4-carboxylate), Cl (hydrochloric acid). The solvent is CO (methanol), O1CCCC1 (tetrahydrofuran). Conditions: time 2.5 hour. The product is C(C)(C)(C)OC(=O)N(C(C(N)C=1N=C(SC1)N)=O)C1[C@@H]2N(C(=C(CS2)C=C)C(=O)OC(C2=CC=CC=C2)C2=CC=CC=C2)C1=O (benzhydryl 7-[N-tert-butoxycarbonyl-2-(2-aminothiazol-4-yl)glycinamido]-3-vinyl-3-cephem-4-carboxylate). The yield is 7.5%. As a reaction SMILES: [C:1]([O:5][C:6]([N:8]([CH:21]1[C:46](=[O:47])[N:23]2[C:24]([C:30]([O:32][CH:33]([C:40]3[CH:45]=[CH:44][CH:43]=[CH:42][CH:41]=3)[C:34]3[CH:39]=[CH:38][CH:37]=[CH:36][CH:35]=3)=[O:31])=[C:25]([CH:28]=[CH2:29])[CH2:26][S:27][C@H:22]12)[C:9](=[O:20])[CH:10]([C:12]1[N:13]=[C:14]([NH:17]C=O)[S:15][CH:16]=1)[NH2:11])=[O:7])([CH3:4])([CH3:3])[CH3:2].Cl>CO.O1CCCC1>[C:1]([O:5][C:6]([N:8]([CH:21]1[C:46](=[O:47])[N:23]2[C:24]([C:30]([O:32][CH:33]([C:34]3[CH:35]=[CH:36][CH:37]=[CH:38][CH:39]=3)[C:40]3[CH:45]=[CH:44][CH:43]=[CH:42][CH:41]=3)=[O:31])=[C:25]([CH:28]=[CH2:29])[CH2:26][S:27][C@H:22]12)[C:9](=[O:20])[CH:10]([C:12]1[N:13]=[C:14]([NH2:17])[S:15][CH:16]=1)[NH2:11])=[O:7])([CH3:2])([CH3:3])[CH3:4]. Procedure details: A mixture of benzhydryl 7-[N-tert-butoxycarbonyl-2-(2-formamidothiazol-4-yl)glycinamido]-3-vinyl-3-cephem-4-carboxylate (5.6 g) and conc. hydrochloric acid (2.6 ml) in methanol (60 ml) and tetrahydrofuran (15 ml) was stirred at ambient temperature for 2.5 hours. The precipitated substance in the reaction mixture was collected by filtration, and washed with a mixture of methanol and water (1:2 by volume) and then water, followed by drying to give benzhydryl 7-[N-tert-butoxycarbonyl-2-(2-aminothia... Starting materials: [N+](=O)([O-])C=1N=CN(C1)C(C(=O)OCC)CCCCCC (Ethyl 2-(4-nitro-1H-imidazol-1-yl)octanoate), C(C)N (ethylamine), ice water. Solvent: C(C)O (ethanol). Yields the product C(C)NC(C(CCCCCC)N1C=NC(=C1)[N+](=O)[O-])=O (N-Ethyl-2-(4-nitro-1H-imidazol-1-yl)octanoamide). As a reaction SMILES: [N+:1]([C:4]1[N:5]=[CH:6][N:7]([CH:9]([CH2:15][CH2:16][CH2:17][CH2:18][CH2:19][CH3:20])[C:10]([O:12]CC)=O)[CH:8]=1)([O-:3])=[O:2].[CH2:21]([NH2:23])[CH3:22]>C(O)C>[CH2:21]([NH:23][C:10](=[O:12])[CH:9]([N:7]1[CH:8]=[C:4]([N+:1]([O-:3])=[O:2])[N:5]=[CH:6]1)[CH2:15][CH2:16][CH2:17][CH2:18][CH2:19][CH3:20])[CH3:22]. Procedure: Ethyl 2-(4-nitro-1H-imidazol-1-yl)octanoate (17 moles, 5.0 g) and ethylamine (20 ml) were stirred in 150 ml ethanol at room temperature for 16 hours. The reaction was added to ice water, extracted with ethyl acetate, washed with water, dried over sodium sulfate and concentrated. The oil crystallized upon standing to yield 3.9 g of N-Ethyl-2-(4-nitro-1H-imidazol-1-yl)octanoamide. (MS). The reactants are S(=O)(Cl)Cl (thionyl chloride), ClC=1C(=C(C(=O)O)C(=CC1)Cl)OC (3,6-dichloro-2-methoxybenzoic acid). Conditions: temperature 60 celsius. The product is ClC=1C(=C(C(=O)Cl)C(=CC1)Cl)OC (3,6-dichloro-2-methoxybenzoyl chloride). RXN SMILES: S(Cl)([Cl:3])=O.[Cl:5][C:6]1[C:7]([O:16][CH3:17])=[C:8]([C:12]([Cl:15])=[CH:13][CH:14]=1)[C:9](O)=[O:10]>>[Cl:5][C:6]1[C:7]([O:16][CH3:17])=[C:8]([C:12]([Cl:15])=[CH:13][CH:14]=1)[C:9]([Cl:3])=[O:10]. Reported procedure: To 4.0 kg thionyl chloride, was added 5.0 kg of 3,6-dichloro-2-methoxybenzoic acid. This was stirred and heated to reflux (ca. 60° C.) for 1.5 hours. The reaction mixture was allowed to cool and excess thionyl chloride evaporated in vacuo. The crude product was then distilled under reduced pressure to give 3,6-dichloro-2-methoxybenzoyl chloride as a liquid, b.p. 117° C. @ 0.6 mm Hg.